describe an organic reaction: reactants, conditions, products, and yield From a dataset of the Open Reaction Database (ORD), a public repository of structured organic reaction records. The reactants are C#Cc1cccc(C2C(C(=O)OC)=C(C)NC(C=O)=C2C(=O)OC)c1, CC(=O)[O-], CC(=O)OC(C)=O, CC(=O)O, Cl, NO, [Na+]. The product is C#Cc1cccc(C2C(C(=O)OC)=C(C)NC(C#N)=C2C(=O)OC)c1. As a reaction SMILES: [CH3:1][O:2][C:3](=[O:4])[C:5]1=[C:6]([CH:24]=[O:25])[NH:7][C:8]([CH3:23])=[C:9]([C:19](=[O:20])[O:21][CH3:22])[CH:10]1[c:11]1[cH:12][c:13]([C:17]#[CH:18])[cH:14][cH:15][cH:16]1.[CH3:30][C:31](=[O:32])[O-:33].[CH3:34][C:35]([O:36][C:37](=[O:38])[CH3:39])=[O:40].[CH3:41][C:42](=[O:43])[OH:44].[ClH:26].[NH2:27][OH:28].[Na+:29]>>[CH3:1][O:2][C:3](=[O:4])[C:5]1=[C:6]([C:24]#[N:27])[NH:7][C:8]([CH3:23])=[C:9]([C:19](=[O:20])[O:21][CH3:22])[CH:10]1[c:11]1[cH:12][c:13]([C:17]#[CH:18])[cH:14][cH:15][cH:16]1. Reactants: CCOC(C)=O, [H][H], CCC#CC(CC(=O)OC)c1ccc(O)cc1. Yields the product CCCCC(CC(=O)OC)c1ccc(O)cc1. Reaction SMILES: [CH3:20][CH2:21][O:22][C:23]([CH3:24])=[O:25].[H:18][H:19].[OH:1][c:2]1[cH:3][cH:4][c:5]([CH:8]([CH2:9][C:10](=[O:11])[O:12][CH3:13])[C:14]#[C:15][CH2:16][CH3:17])[cH:6][cH:7]1>>[OH:1][c:2]1[cH:3][cH:4][c:5]([CH:8]([CH2:9][C:10](=[O:11])[O:12][CH3:13])[CH2:14][CH2:15][CH2:16][CH3:17])[cH:6][cH:7]1. Reactants: ClC1=CC(=NC=C1C(=O)NC)C (4-Chloro-6,N-dimethylnicotinamide), C(C)O (ethanol), [O-]CC.[Na+] (sodium ethoxide). Run in O (water). Run at time 8 hour. The product is C(C)OC1=CC(=NC=C1C(=O)NC)C (4-Ethoxy-6,N-dimethylnicotinamide). RXN SMILES: Cl[C:2]1[C:7]([C:8]([NH:10][CH3:11])=[O:9])=[CH:6][N:5]=[C:4]([CH3:12])[CH:3]=1.[CH2:13]([OH:15])[CH3:14].[O-]CC.[Na+]>O>[CH2:13]([O:15][C:2]1[C:7]([C:8]([NH:10][CH3:11])=[O:9])=[CH:6][N:5]=[C:4]([CH3:12])[CH:3]=1)[CH3:14] |f:2.3|. Procedure details: 4-Chloro-6,N-dimethylnicotinamide (2.4 g) was dissolved with stirring in abs. ethanol (40 ml) and treated with sodium ethoxide (1.8 g). After stirring at RT for 4 h, the mixture was allowed to stand overnight. After addition of water, it was extracted 3 times with DCM. The combined organic phases were dried over sodium sulfate, filtered and concentrated. 2.2 g of the desired compound were obtained. Starting materials: C1CCOC1, CO, CCCn1c(=O)c2[nH]c(C34CCCC(C=CC(=O)O)(CCC3)C4)nc2n(CCC)c1=O. Product: CCCn1c(=O)c2[nH]c(C34CCCC(CCC(=O)O)(CCC3)C4)nc2n(CCC)c1=O. As a reaction SMILES: [CH2:32]1[O:33][CH2:34][CH2:35][CH2:36]1.[CH3:37][OH:38].[O:1]=[c:2]1[n:3]([CH2:29][CH2:30][CH3:31])[c:4](=[O:28])[c:5]2[nH:6][c:7]([C:14]34[CH2:15][CH2:16][CH2:17][C:18]([CH:23]=[CH:24][C:25](=[O:26])[OH:27])([CH2:19][CH2:20][CH2:21]3)[CH2:22]4)[n:8][c:9]2[n:10]1[CH2:11][CH2:12][CH3:13]>>[O:1]=[c:2]1[n:3]([CH2:29][CH2:30][CH3:31])[c:4](=[O:28])[c:5]2[nH:6][c:7]([C:14]34[CH2:15][CH2:16][CH2:17][C:18]([CH2:23][CH2:24][C:25](=[O:26])[OH:27])([CH2:19][CH2:20][CH2:21]3)[CH2:22]4)[n:8][c:9]2[n:10]1[CH2:11][CH2:12][CH3:13]. The reactants are O=C=NCc1ccc(C(F)(F)F)cc1, Nc1c(F)ccc2cnccc12. Yields the product O=C(NCc1ccc(C(F)(F)F)cc1)Nc1c(F)ccc2cnccc12. Reaction SMILES: [F:13][C:14]([c:15]1[cH:16][cH:17][c:18]([CH2:19][N:20]=[C:21]=[O:22])[cH:23][cH:24]1)([F:25])[F:26].[F:1][c:2]1[c:3]([NH2:12])[c:4]2[cH:5][cH:6][n:7][cH:8][c:9]2[cH:10][cH:11]1>>[F:1][c:2]1[c:3]([NH:12][C:21]([NH:20][CH2:19][c:18]2[cH:17][cH:16][c:15]([C:14]([F:13])([F:25])[F:26])[cH:24][cH:23]2)=[O:22])[c:4]2[cH:5][cH:6][n:7][cH:8][c:9]2[cH:10][cH:11]1. Reactants: [Si](C1=CC=CC=C1)(C1=CC=CC=C1)(C(C)(C)C)OCC1=CC=2C=C3N(C2C=C1S(=O)(=O)C)CCNC3C(C)C (8-(((tert-butyldiphenylsilyl)oxy)methyl)-1-isopropyl-7-(methylsulfonyl)-1,2,3,4-tetrahydropyrazino[1,2-a]indole), ClC1=NC=C(C(=N1)C(F)(F)F)C(=O)OCC (ethyl 2-chloro-4-(trifluoromethyl)pyrimidine-5-carboxylate), CCN(C(C)C)C(C)C (DIEA). Run in CC(C)O.C(Cl)Cl (i-PrOH CH2Cl2). Run at temperature 50 celsius, time 8 hour. Yields the product [Si](C1=CC=CC=C1)(C1=CC=CC=C1)(C(C)(C)C)OCC1=CC=2C=C3N(C2C=C1S(=O)(=O)C)CCNC3C(C)C (8-(((tert-butyldiphenylsilyl)oxy)methyl)-1-isopropyl-7-(methylsulfonyl)-1,2,3,4-tetrahydropyrazino[1,2-a]indole), OCC1=CC=2C=C3N(C2C=C1S(=O)(=O)C)CCN(C3C(C)C)C3=NC=C(C(=N3)C(F)(F)F)C(=O)OCC (racemic ethyl 2-(8-(hydroxymethyl)-1-isopropyl-7-(methylsulfonyl)-3,4-dihydropyrazino[1,2-a]indol-2(1H)-yl)-4-(trifluoromethyl)pyrimidine-5-carboxylate). As a reaction SMILES: [Si:1]([O:18][CH2:19][C:20]1[C:28]([S:29]([CH3:32])(=[O:31])=[O:30])=[CH:27][C:26]2[N:25]3[CH2:33][CH2:34][NH:35][CH:36]([CH:37]([CH3:39])[CH3:38])[C:24]3=[CH:23][C:22]=2[CH:21]=1)([C:14]([CH3:17])([CH3:16])[CH3:15])([C:8]1[CH:13]=[CH:12][CH:11]=[CH:10][CH:9]=1)[C:2]1[CH:7]=[CH:6][CH:5]=[CH:4][CH:3]=1.Cl[C:41]1[N:46]=[C:45]([C:47]([F:50])([F:49])[F:48])[C:44]([C:51]([O:53][CH2:54][CH3:55])=[O:52])=[CH:43][N:42]=1.CCN(C(C)C)C(C)C>CC(O)C.C(Cl)Cl>[Si:1]([O:18][CH2:19][C:20]1[C:28]([S:29]([CH3:32])(=[O:31])=[O:30])=[CH:27][C:26]2[N:25]3[CH2:33][CH2:34][NH:35][CH:36]([CH:37]([CH3:39])[CH3:38])[C:24]3=[CH:23][C:22]=2[CH:21]=1)([C:14]([CH3:15])([CH3:16])[CH3:17])([C:2]1[CH:7]=[CH:6][CH:5]=[CH:4][CH:3]=1)[C:8]1[CH:13]=[CH:12][CH:11]=[CH:10][CH:9]=1.[OH:18][CH2:19][C:20]1[C:28]([S:29]([CH3:32])(=[O:31])=[O:30])=[CH:27][C:26]2[N:25]3[CH2:33][CH2:34][N:35]([C:41]4[N:46]=[C:45]([C:47]([F:49])([F:50])[F:48])[C:44]([C:51]([O:53][CH2:54][CH3:55])=[O:52])=[CH:43][N:42]=4)[CH:36]([CH:37]([CH3:38])[CH3:39])[C:24]3=[CH:23][C:22]=2[CH:21]=1 |f:3.4|. Procedure details: The intermediate 8-(((tert-butyldiphenylsilyl)oxy)methyl)-1-isopropyl-7-(methylsulfonyl)-1,2,3,4-tetrahydropyrazino[1,2-a]indole was prepared following a procedure analogous to that described in Preparation 4. The mixture of compound 8-(((tert-butyldiphenylsilyl)oxy)methyl)-1-isopropyl-7-(methylsulfonyl)-1,2,3,4-tetrahydropyrazino[1,2-a]indole (0.19 mmol), ethyl 2-chloro-4-(trifluoromethyl)pyrimidine-5-carboxylate (97 mg, 0.38 mmol) and DIEA (100 μL, 0.57 mmol) in i-PrOH/CH2Cl2 (1 mL/0.5 mL) was...